This data is from the Open Reaction Database (ORD), a public repository of structured organic reaction records. The task is: describe an organic reaction: reactants, conditions, products, and yield Starting materials: C(C(C)C)N([C@@H](CCCCN)C(=O)O)S(=O)(=O)C1=CC=C(C=C1)C (Nα-isobutyl-Nα-(4-methylbenzenesulfonyl)-L-lysine), C(C1=CC=CC=C1)(=O)N[C@@H](CC(N)=O)C(=O)O (Nα-benzoyl-L-asparagine). Yields the product CC1=CC=C(C=C1)S(=O)(=O)N(CC(C)C)[C@@H](CCCCNC(=O)[C@H](CC(=O)N)NC(=O)C2=CC=CC=C2)C(=O)O (Nα-isobutyl-Nα-(4-methylbenzenesulfonyl)-Nε-(N′α-benzoyl-L-asparagyl)-L-lysine), desired material. Isolated yield 9.0%. RXN SMILES: [CH2:1]([N:5]([S:15]([C:18]1[CH:23]=[CH:22][C:21]([CH3:24])=[CH:20][CH:19]=1)(=[O:17])=[O:16])[C@H:6]([C:12]([OH:14])=[O:13])[CH2:7][CH2:8][CH2:9][CH2:10][NH2:11])[CH:2]([CH3:4])[CH3:3].[C:25]([NH:33][C@H:34]([C:39](O)=[O:40])[CH2:35][C:36](=[O:38])[NH2:37])(=[O:32])[C:26]1[CH:31]=[CH:30][CH:29]=[CH:28][CH:27]=1>>[CH3:24][C:21]1[CH:22]=[CH:23][C:18]([S:15]([N:5]([C@H:6]([C:12]([OH:14])=[O:13])[CH2:7][CH2:8][CH2:9][CH2:10][NH:11][C:39]([C@@H:34]([NH:33][C:25]([C:26]2[CH:31]=[CH:30][CH:29]=[CH:28][CH:27]=2)=[O:32])[CH2:35][C:36]([NH2:37])=[O:38])=[O:40])[CH2:1][CH:2]([CH3:3])[CH3:4])(=[O:17])=[O:16])=[CH:19][CH:20]=1. Procedure details: The title compound was prepared from Nα-isobutyl-Nα-(4-methylbenzenesulfonyl)-L-lysine (100 mg, 0.29 mmol, example 1, step E) as described in general procedure Bc using Nα-benzoyl-L-asparagine (70 mg, 0.3 mmol) which was prepared in step A this example. The final product was purified by preparative HPLC to yield 14 mg (9%) of the desired material. The reactants are CC1=CC=C(C=S)C=C1 (4-methylthiobenzaldehyde), 4A, C1(=CC=CC=C1)S(=O)(=O)N (benzenesulfonamide), O.C1(=CC=C(C=C1)S(=O)(=O)O)C (p-toluenesulfonic acid monohydrate). Solvent: C1(=CC=CC=C1)C (toluene). Yields the product CSC(C1=CC=CC=C1)=NS(=O)(=O)C1=CC=CC=C1 (N-(Methylthiobenzylidene)benzenesulfonamide). As a reaction SMILES: C[C:2]1[CH:9]=[CH:8][C:5]([CH:6]=[S:7])=[CH:4][CH:3]=1.[C:10]1([S:16]([NH2:19])(=[O:18])=[O:17])[CH:15]=[CH:14][CH:13]=[CH:12][CH:11]=1.O.[C:21]1(C)C=CC(S(O)(=O)=O)=CC=1>C1(C)C=CC=CC=1>[CH3:21][S:7][C:6](=[N:19][S:16]([C:10]1[CH:15]=[CH:14][CH:13]=[CH:12][CH:11]=1)(=[O:18])=[O:17])[C:5]1[CH:4]=[CH:3][CH:2]=[CH:9][CH:8]=1 |f:2.3|. Reported procedure: A stirred mixture consisting of 2.60 g (17.2 mmol) of 4-methylthiobenzaldehyde, 2.70 g (17.2 mmol) cf benzenesulfonamide and 20 mg of p-toluenesulfonic acid monohydrate in 150 mL of toluene was heated to reflux. The reaction vessel was equipped with a Soxhlet extractor containing 4A molecular sieves. After heating 8 hours, the mixture was allowed to cool to room temperature and was concentrated to afford 4.60 g (92%) of sulfonimine as light tan crystals: mp 1.50°-155° C.; 1H NMR (CDCl3, TMS ext ... Starting materials: O=C([O-])[O-], COc1cccc(C(=O)Cl)c1, COC(=O)c1sccc1N, CC#N, [K+], [K+], O. The product is COC(=O)c1sccc1NC(=O)c1cccc(OC)c1. Reaction SMILES: [C:11](=[O:12])([O-:13])[O-:14].[C:17]([c:18]1[cH:19][c:20]([O:24][CH3:25])[cH:21][cH:22][cH:23]1)(=[O:26])[Cl:27].[CH3:1][O:2][C:3](=[O:4])[c:5]1[s:6][cH:7][cH:8][c:9]1[NH2:10].[CH3:28][C:29]#[N:30].[K+:15].[K+:16].[OH2:31]>>[CH3:1][O:2][C:3](=[O:4])[c:5]1[s:6][cH:7][cH:8][c:9]1[NH:10][C:17]([c:18]1[cH:19][c:20]([O:24][CH3:25])[cH:21][cH:22][cH:23]1)=[O:26]. Reactants: ClCCCBr, CCCc1c(O)cccc1OCC(=O)OCC, [K+], [K+], O=C([O-])[O-], CN(C)C=O. Product: CCCc1c(OCCCCl)cccc1OCC(=O)OCC. As a reaction SMILES: [Br:24][CH2:25][CH2:26][CH2:27][Cl:28].[CH2:1]([CH2:2][CH3:3])[c:4]1[c:5]([O:6][CH2:7][C:8](=[O:9])[O:10][CH2:11][CH3:12])[cH:13][cH:14][cH:15][c:16]1[OH:17].[K+:18].[K+:19].[O-:20][C:21]([O-:22])=[O:23].[O:29]=[CH:30][N:31]([CH3:32])[CH3:33]>>[CH2:1]([CH2:2][CH3:3])[c:4]1[c:5]([O:6][CH2:7][C:8](=[O:9])[O:10][CH2:11][CH3:12])[cH:13][cH:14][cH:15][c:16]1[O:17][CH2:25][CH2:26][CH2:27][Cl:28]. Reactants: BrC1=C(C(=CC=2CCCC(C12)(C)C)C(C)=O)O (1-(4-bromo-3-hydroxy-5,5-dimethyl-5,6,7,8-tetrahydro-naphthalen-2-yl)-ethanone), C([O-])([O-])=O.[K+].[K+] (potassium carbonate), CI (methyl iodide). The solvent is O (water), CC(=O)C (acetone). Yields the product BrC1=C(C(=CC=2CCCC(C12)(C)C)C(C)=O)OC (1-(4-Bromo-3-methoxy-5,5-dimethyl-5,6,7,8-tetrahydro-naphthalen-2-yl) ethanone). As a reaction SMILES: [Br:1][C:2]1[C:11]2[C:10]([CH3:13])([CH3:12])[CH2:9][CH2:8][CH2:7][C:6]=2[CH:5]=[C:4]([C:14](=[O:16])[CH3:15])[C:3]=1[OH:17].[C:18](=O)([O-])[O-].[K+].[K+].CI>CC(C)=O.O>[Br:1][C:2]1[C:11]2[C:10]([CH3:12])([CH3:13])[CH2:9][CH2:8][CH2:7][C:6]=2[CH:5]=[C:4]([C:14](=[O:16])[CH3:15])[C:3]=1[O:17][CH3:18] |f:1.2.3|. Procedure: To a solution of 1-(4-bromo-3-hydroxy-5,5-dimethyl-5,6,7,8-tetrahydro-naphthalen-2-yl)-ethanone (Compound A-91, 11.8 g, 39.7 mmol), potassium carbonate (14.4 g, 119.1 mmol) in acetone (350 mL) was added methyl iodide (19.8 mL, 317.6 mmol). After heating to reflux for 16 h, the mixture was cooled to room temperature, diluted with water and extracted with diethyl ether. The combined ethereal layers were washed with water, brine, dried (Na2SO4), filtered and concentrated in vacuo to give the title ...